Dataset: the Open Reaction Database (ORD), a public repository of structured organic reaction records. Task: describe an organic reaction: reactants, conditions, products, and yield The reactants are C(C)(C)(C)OC(=O)N1CCC(CC1)(OC)C=1N(C2=NC(=NC(=C2N1)N1CCOCC1)N1C(=NC2=C1C=CC=C2)CC)C (4-[2-(2-ethylbenzoimidazol-1-yl)-9-methyl-6-morpholin-4-yl-9H-purin-8-yl]-4-methoxypiperidine-1-carboxylic acid tert-butyl ester), C(=O)(C(F)(F)F)O (TFA). Run in C(Cl)Cl (DCM). Conditions: time 2 hour. Product: C(C)C1=NC2=C(N1C1=NC(=C3N=C(N(C3=N1)C)C1(CCNCC1)OC)N1CCOCC1)C=CC=C2 (2-(2-Ethylbenzoimidazol-1-yl)-8-(4-methoxypiperidin-4-yl)-9-methyl-6-morpholin-4-yl-9H-purine). Yield: 102.3%. As a reaction SMILES: C(OC([N:8]1[CH2:13][CH2:12][C:11]([C:16]2[N:17]([CH3:42])[C:18]3[C:23]([N:24]=2)=[C:22]([N:25]2[CH2:30][CH2:29][O:28][CH2:27][CH2:26]2)[N:21]=[C:20]([N:31]2[C:35]4[CH:36]=[CH:37][CH:38]=[CH:39][C:34]=4[N:33]=[C:32]2[CH2:40][CH3:41])[N:19]=3)([O:14][CH3:15])[CH2:10][CH2:9]1)=O)(C)(C)C.C(O)(C(F)(F)F)=O>C(Cl)Cl>[CH2:40]([C:32]1[N:31]([C:20]2[N:19]=[C:18]3[C:23]([N:24]=[C:16]([C:11]4([O:14][CH3:15])[CH2:12][CH2:13][NH:8][CH2:9][CH2:10]4)[N:17]3[CH3:42])=[C:22]([N:25]3[CH2:26][CH2:27][O:28][CH2:29][CH2:30]3)[N:21]=2)[C:35]2[CH:36]=[CH:37][CH:38]=[CH:39][C:34]=2[N:33]=1)[CH3:41]. Reported procedure: To a solution of 4-[2-(2-ethylbenzoimidazol-1-yl)-9-methyl-6-morpholin-4-yl-9H-purin-8-yl]-4-methoxypiperidine-1-carboxylic acid tert-butyl ester (915 mg, 1.59 mmol) in DCM (15 mL) was added TFA (3 mL) and the resulting mixture allowed to stir at r.t. for 2 h. The reaction mixture was concentrated in vacuo and the resulting residue loaded onto an Isolute® SCX-2 cartridge which was washed with MeOH and the product eluted with 2M NH3/MeOH affording 2-(2-Ethylbenzoimidazol-1-yl)-8-(4-methoxypiperid... Reactants: [BH4-], O=C([O-])O, CO, CC(C)(C)C(=O)C(Oc1ccc(Cl)cc1)n1cncn1, Cl, [Na+], [Na+], O. The product is CC(C)(C)C(O)C(Oc1ccc(Cl)cc1)n1cncn1. As a reaction SMILES: [BH4-:21].[C:24](=[O:25])([OH:26])[O-:27].[CH3:29][OH:30].[Cl:1][c:2]1[cH:3][cH:4][c:5]([O:6][CH:7]([C:8]([C:9]([CH3:10])([CH3:11])[CH3:12])=[O:13])[n:14]2[n:15][cH:16][n:17][cH:18]2)[cH:19][cH:20]1.[ClH:23].[Na+:22].[Na+:28].[OH2:31]>>[Cl:1][c:2]1[cH:3][cH:4][c:5]([O:6][CH:7]([CH:8]([C:9]([CH3:10])([CH3:11])[CH3:12])[OH:13])[n:14]2[n:15][cH:16][n:17][cH:18]2)[cH:19][cH:20]1. The reactants are C1C=CC2C1C3CC2C=C3 (dicyclopentadiene), resultant solution, C1=CC=CC1 (cyclopentadiene), C(C)(C)(C)OC(C=C)=O (t-butylacrylate). Conditions: temperature 180 celsius. The product is C(C)(C)(C)OC(=O)C12C=CC(CC1)C2 (norbornenecarboxylic acid t-butylester). Isolated yield 100.7%. Reaction SMILES: C1[CH:5]2[CH:6]3[CH:10]=[CH:9][CH:8]([CH:4]2C=C1)[CH2:7]3.C1CC=CC=1.[C:16]([O:20][C:21](=[O:24])C=C)([CH3:19])([CH3:18])[CH3:17]>>[C:16]([O:20][C:21]([C:6]12[CH2:7][CH:8]([CH2:4][CH2:5]1)[CH:9]=[CH:10]2)=[O:24])([CH3:19])([CH3:18])[CH3:17]. Reported procedure: 200 grams of dicyclopentadiene was put into a 500-ml flask equipped with a distillatory, and then was heated for reflux at 180° C. Then, about 100 grams of cyclopentadiene cracked at about 40° C. was dropped into 200 grams of t-butylacrylate with being cooled with ice bath. The resultant solution was stirred over a night. The resultant mixture was distilled under reduced pressure (66°-67° C./1 mmHg). As a result, there was obtained 296 grams of norbornenecarboxylic acid t-butylester. The yield w...